From a dataset of the Open Reaction Database (ORD), a public repository of structured organic reaction records. describe an organic reaction: reactants, conditions, products, and yield Reactants: CC(=O)OC(C)=O, CC(=O)O, N#CC(=O)c1cccc(Cl)c1Cl, [H][H]. Product: CC(=O)NCC(=O)c1cccc(Cl)c1Cl. Reaction SMILES: [CH3:15][C:16](=[O:17])[O:18][C:19](=[O:20])[CH3:21].[CH3:22][C:23](=[O:24])[OH:25].[Cl:1][c:2]1[c:3]([C:4](=[O:5])[C:6]#[N:7])[cH:8][cH:9][cH:10][c:11]1[Cl:12].[H:13][H:14]>>[Cl:1][c:2]1[c:3]([C:4](=[O:5])[CH2:6][NH:7][C:16]([CH3:15])=[O:17])[cH:8][cH:9][cH:10][c:11]1[Cl:12]. Reactants: N1C(=CC2=CC=CC=C12)C(=O)NC1C(N(C2=C(C(=N1)C1=CC=CC=C1)C=CC=C2)CCOC2OCCCC2)=O ((3RS)-1,3-dihydro-3-(2-indolylcarbonylamino)-5-phenyl-1 -{2-((RS)-2-tetrahydropyranyloxy)ethyl}-2H-1,4-benzodiazepine-2-one), N1C(=CC2=CC=CC=C12)C(=O)NC1C(N(C2=C(C(=N1)C1=CC=CC=C1)C=CC=C2)CCOC2OCCCC2)=O ((3RS)-1,3-dihydro-3-(2-indolylcarbonylamino)-5-phenyl-1-{2-((SR)-2-tetrahydropyranyloxy) ethyl}-2H-1,4-benzodiazepine-2-one), Cl (hydrochloric acid), Cl (hydrochloric acid), O (water). Solvent: CC(=O)C (acetone). The product is OCCN1C(C(N=C(C2=C1C=CC=C2)C2=CC=CC=C2)NC(=O)C=2NC1=CC=CC=C1C2)=O ((3RS)-1,3-dihydro-1-(2-hydroxyethyl)-3-(2-indolylcarbonylamino)-5-phenyl-2H-1,4-benzodiazepine-2-one). Isolated yield 79.5%. As a reaction SMILES: [NH:1]1[C:9]2[C:4](=[CH:5][CH:6]=[CH:7][CH:8]=2)[CH:3]=[C:2]1[C:10]([NH:12][CH:13]1[N:19]=[C:18]([C:20]2[CH:25]=[CH:24][CH:23]=[CH:22][CH:21]=2)[C:17]2[CH:26]=[CH:27][CH:28]=[CH:29][C:16]=2[N:15]([CH2:30][CH2:31][O:32]C2CCCCO2)[C:14]1=[O:39])=[O:11].Cl.O>CC(C)=O>[OH:32][CH2:31][CH2:30][N:15]1[C:16]2[CH:29]=[CH:28][CH:27]=[CH:26][C:17]=2[C:18]([C:20]2[CH:21]=[CH:22][CH:23]=[CH:24][CH:25]=2)=[N:19][CH:13]([NH:12][C:10]([C:2]2[NH:1][C:9]3[C:4]([CH:3]=2)=[CH:5][CH:6]=[CH:7][CH:8]=3)=[O:11])[C:14]1=[O:39]. Procedure: To a suspension of a mixture (0.42 g)of (3RS)-1,3-dihydro-3-(2-indolylcarbonylamino)-5-phenyl-1 -{2-((RS)-2-tetrahydropyranyloxy)ethyl}-2H-1,4-benzodiazepine-2-one and (3RS)-1,3-dihydro-3-(2-indolylcarbonylamino)-5-phenyl-1-{2-((SR)-2-tetrahydropyranyloxy) ethyl}-2H-1,4-benzodiazepine-2-one in acetone (10 ml) was added 6N-hydrochloric acid (0.4 ml) under stirring at ambient temperature. After the yellow clear solution was stirred for 45 minutes, the additional 6N-hydrochloric acid (0.4 ml) and w... Reaction SMILES: [C:1]([CH3:2])([CH3:3])([CH3:4])[NH:5][C:6]([c:7]1[cH:8][n:9][c:10]([Cl:13])[cH:11][cH:12]1)=[O:14].[C:32](=[O:33])([O-:34])[OH:35].[CH3:37][CH:38]([OH:39])[CH3:40].[CH:15]1([NH:18][C:19](=[O:20])[c:21]2[cH:22][c:23]([F:31])[c:24]([CH3:30])[c:25]([B:27]([OH:28])[OH:29])[cH:26]2)[CH2:16][CH2:17]1.[Na+:36].[cH:41]1[cH:42][cH:43][c:44]([P:45]([Pd:46]([P:47]([c:48]2[cH:49][cH:50][cH:51][cH:52][cH:53]2)([c:54]2[cH:55][cH:56][cH:57][cH:58][cH:59]2)[c:60]2[cH:61][cH:62][cH:63][cH:64][cH:65]2)([P:66]([c:67]2[cH:68][cH:69][cH:70][cH:71][cH:72]2)([c:73]2[cH:74][cH:75][cH:76][cH:77][cH:78]2)[c:79]2[cH:80][cH:81][cH:82][cH:83][cH:84]2)[P:85]([c:86]2[cH:87][cH:88][cH:89][cH:90][cH:91]2)([c:92]2[cH:93][cH:94][cH:95][cH:96][cH:97]2)[c:98]2[cH:99][cH:100][cH:101][cH:102][cH:103]2)([c:104]2[cH:105][cH:106][cH:107][cH:108][cH:109]2)[c:110]2[cH:111][cH:112][cH:113][cH:114][cH:115]2)[cH:116][cH:117]1>>[C:1]([CH3:2])([CH3:3])([CH3:4])[NH:5][C:6]([c:7]1[cH:8][n:9][c:10](-[c:25]2[c:24]([CH3:30])[c:23]([F:31])[cH:22][c:21]([C:19]([NH:18][CH:15]3[CH2:16][CH2:17]3)=[O:20])[cH:26]2)[cH:11][cH:12]1)=[O:14]. Starting materials: CC(C)(C)NC(=O)c1ccc(Cl)nc1, O=C([O-])O, CC(C)O, Cc1c(F)cc(C(=O)NC2CC2)cc1B(O)O, [Na+], c1ccc(P(c2ccccc2)(c2ccccc2)[Pd](P(c2ccccc2)(c2ccccc2)c2ccccc2)(P(c2ccccc2)(c2ccccc2)c2ccccc2)P(c2ccccc2)(c2ccccc2)c2ccccc2)cc1. Product: Cc1c(F)cc(C(=O)NC2CC2)cc1-c1ccc(C(=O)NC(C)(C)C)cn1. The reactants are CCO, COc1ccc(C2C(CCC(O)c3ccc(F)cc3)C(=O)N2c2ccc(C#N)cc2)cc1, [H][H], N. Yields the product COc1ccc(C2C(CCC(O)c3ccc(F)cc3)C(=O)N2c2ccc(CN)cc2)cc1. As a reaction SMILES: [CH3:36][CH2:37][OH:38].[F:1][c:2]1[cH:3][cH:4][c:5]([CH:8]([CH2:9][CH2:10][CH:11]2[CH:12]([c:24]3[cH:25][cH:26][c:27]([O:30][CH3:31])[cH:28][cH:29]3)[N:13]([c:16]3[cH:17][cH:18][c:19]([C:20]#[N:21])[cH:22][cH:23]3)[C:14]2=[O:15])[OH:32])[cH:6][cH:7]1.[H:34][H:35].[NH3:33]>>[F:1][c:2]1[cH:3][cH:4][c:5]([CH:8]([CH2:9][CH2:10][CH:11]2[CH:12]([c:24]3[cH:25][cH:26][c:27]([O:30][CH3:31])[cH:28][cH:29]3)[N:13]([c:16]3[cH:17][cH:18][c:19]([CH2:20][NH2:21])[cH:22][cH:23]3)[C:14]2=[O:15])[OH:32])[cH:6][cH:7]1. Starting materials: BrCCCCl (1-bromo-3-chloropropane), C(C)C1=NOC(=N1)C=1N=CC=2NC3=CC=CC=C3C2C1 (3-(3-Ethyl-1,2,4-oxadiazol-5-yl)-9H-β-carboline), [H-].[Na+] (sodium hydride), [H][H] (hydrogen). Run in CN(C)C=O (DMF), CN(C)C=O (DMF). Run at time 12 hour. Yields the product ClCCCN1C2=CC=CC=C2C=2C=C(N=CC12)C1=NC(=NO1)CC (9-(3-Chloro-1-propyl)-3-(3-ethyl-1,2,4-oxadiazol-5-yl)-9H-β-carboline). Yield: 166.6%. RXN SMILES: [CH2:1]([C:3]1[N:7]=[C:6]([C:8]2[N:9]=[CH:10][C:11]3[NH:12][C:13]4[C:18]([C:19]=3[CH:20]=2)=[CH:17][CH:16]=[CH:15][CH:14]=4)[O:5][N:4]=1)[CH3:2].[H-].[Na+].[H][H].Br[CH2:26][CH2:27][CH2:28][Cl:29]>CN(C=O)C>[Cl:29][CH2:28][CH2:27][CH2:26][N:12]1[C:11]2[CH:10]=[N:9][C:8]([C:6]3[O:5][N:4]=[C:3]([CH2:1][CH3:2])[N:7]=3)=[CH:20][C:19]=2[C:18]2[C:13]1=[CH:14][CH:15]=[CH:16][CH:17]=2 |f:1.2|. Procedure: To a solution of Compound 2 (0.73 g, 2.8 mmol) in anhydrous DMF (100 mL), sodium hydride (60% in mineral oil, 0.13 g, 3.3 mmol) was carefully added. The resulting mixture was stirred at room temperature for 30 min, until hydrogen evolution had ceased. The reaction mixture was slowly added to a solution of 1-bromo-3-chloropropane (0.52 g, 3.3 mmol) in anhydrous DMF (150 mL). The resulting mixture was stirred at room temperature for 12 h. The solvents were removed in vacuo to give a yellow solid (... Starting materials: [BH3-]C#N, CCOC(C)=O, [Na+], O=Cc1cncc(C#Cc2ccccc2)c1. The product is OCc1cncc(C#Cc2ccccc2)c1. RXN SMILES: [C:1]([BH3-:2])#[N:3].[CH3:21][CH2:22][O:23][C:24](=[O:25])[CH3:26].[Na+:4].[c:5]1([C:11]#[C:12][c:13]2[cH:14][c:15]([CH:19]=[O:20])[cH:16][n:17][cH:18]2)[cH:6][cH:7][cH:8][cH:9][cH:10]1>>[c:5]1([C:11]#[C:12][c:13]2[cH:14][c:15]([CH2:19][OH:20])[cH:16][n:17][cH:18]2)[cH:6][cH:7][cH:8][cH:9][cH:10]1.